This data is from the Open Reaction Database (ORD), a public repository of structured organic reaction records. The task is: describe an organic reaction: reactants, conditions, products, and yield Reactants: CC1=NC2=CC3=C(C=C2C(N1)=O)C(CC3)N(CC#C)C=3C=CC(=NC3)C(=O)O (5-[N-((6RS)-2-methyl-4-oxo-3,4,7,8-tetrahydro-6H-cyclopenta[g]quinazolin-6-yl)-N-(prop-2-ynyl)amino]pyridine-2-carboxylic acid), N[C@H](C(=O)OC)CCC1=NN=NN1 (methyl (2S)-2-amino-4-(tetrazol-5-yl)butyrate). Yields the product CC1=NC2=CC3=C(C=C2C(N1)=O)C(CC3)N(CC#C)C=3C=CC(=NC3)C(=O)N[C@H](C(=O)O)CCC3=NN=NN3 ((2S)-2-{5-[N-((6RS)-2-methyl-4-oxo-3,4,7,8-tetrahydro-6H-cyclopenta[g]quinazolin-6-yl)-N-(prop-2-ynyl)amino]pyridine-2-carboxamido}-4-(tetrazol-5-yl)butyric acid). Isolated yield 33.0%. RXN SMILES: [CH3:1][C:2]1[NH:11][C:10](=[O:12])[C:9]2[C:4](=[CH:5][C:6]3[CH2:15][CH2:14][CH:13]([N:16]([C:20]4[CH:21]=[CH:22][C:23]([C:26](O)=[O:27])=[N:24][CH:25]=4)[CH2:17][C:18]#[CH:19])[C:7]=3[CH:8]=2)[N:3]=1.[NH2:29][C@@H:30]([CH2:35][CH2:36][C:37]1[NH:41][N:40]=[N:39][N:38]=1)[C:31]([O:33]C)=[O:32]>>[CH3:1][C:2]1[NH:11][C:10](=[O:12])[C:9]2[C:4](=[CH:5][C:6]3[CH2:15][CH2:14][CH:13]([N:16]([C:20]4[CH:21]=[CH:22][C:23]([C:26]([NH:29][C@@H:30]([CH2:35][CH2:36][C:37]5[NH:41][N:40]=[N:39][N:38]=5)[C:31]([OH:33])=[O:32])=[O:27])=[N:24][CH:25]=4)[CH2:17][C:18]#[CH:19])[C:7]=3[CH:8]=2)[N:3]=1. Procedure: Using analogous procedures to those described in Example 12, 5-[N-((6RS)-2-methyl-4-oxo-3,4,7,8-tetrahydro-6H-cyclopenta[g]quinazolin-6-yl)-N-(prop-2-ynyl)amino]pyridine-2-carboxylic acid was reacted with methyl (2S)-2-amino-4-(tetrazol-5-yl)butyrate to give (2S)-2-{5-[N-((6RS)-2-methyl-4-oxo-3,4,7,8-tetrahydro-6H-cyclopenta[g]quinazolin-6-yl)-N-(prop-2-ynyl)amino]pyridine-2-carboxamido}-4-(tetrazol-5-yl)butyric acid in 33% yield, m.p. 189°-191° C.; Starting materials: Cl.NCC=1C=C(C=CC1)CNC(=O)C1=NC2=CC=C(C=C2C(N1)=O)C#N (N-{[3-(aminomethyl)phenyl]methyl}-6-cyano-4-oxo-3,4-dihydroquinazoline-2-carboxamide hydrochloride), C(C)(C)N(CC)C(C)C (diisopropylethylamine), Example 15, ON1N=NC2=C1C=CC=C2 (1-hydroxybenzotriazole), Example 47, N1N=C(N=C1)CC(=O)O (1H-1,2,4-triazol-3-ylacetic acid), Cl.CN(CCCN=C=NCC)C (1-[3-(dimethylamino)propyl]-3-ethyl-carbodiimide hydrochloride). Run in CN(C)C=O (DMF). Conditions: temperature 40 celsius, time 15 hour. Product: C(#N)C=1C=C2C(NC(=NC2=CC1)C(=O)NCC1=CC(=CC=C1)CNC(CC1=NNC=N1)=O)=O (6-cyano-4-oxo-N-[(3-{[(1H-1,2,4-triazol-3-ylacetyl)amino]methyl}phenyl)methyl]-3,4-dihydroquinazoline-2-carboxamide). Yield: 24.0%. Reaction SMILES: Cl.[NH2:2][CH2:3][C:4]1[CH:5]=[C:6]([CH2:10][NH:11][C:12]([C:14]2[NH:23][C:22](=[O:24])[C:21]3[C:16](=[CH:17][CH:18]=[C:19]([C:25]#[N:26])[CH:20]=3)[N:15]=2)=[O:13])[CH:7]=[CH:8][CH:9]=1.[NH:27]1[CH:31]=[N:30][C:29]([CH2:32][C:33](O)=[O:34])=[N:28]1.C(N(C(C)C)CC)(C)C.Cl.CN(C)CCCN=C=NCC.ON1C2C=CC=CC=2N=N1>CN(C=O)C>[C:25]([C:19]1[CH:20]=[C:21]2[C:16](=[CH:17][CH:18]=1)[N:15]=[C:14]([C:12]([NH:11][CH2:10][C:6]1[CH:7]=[CH:8][CH:9]=[C:4]([CH2:3][NH:2][C:33](=[O:34])[CH2:32][C:29]3[N:30]=[CH:31][NH:27][N:28]=3)[CH:5]=1)=[O:13])[NH:23][C:22]2=[O:24])#[N:26] |f:0.1,4.5|. Procedure: A solution of N-{[3-(aminomethyl)phenyl]methyl}-6-cyano-4-oxo-3,4-dihydroquinazoline-2-carboxamide hydrochloride obtained in Reference Example 47 (170 mg, 0.460 mmol), 1H-1,2,4-triazol-3-ylacetic acid obtained in Reference Example 15 (70.0 mg, 0.551 mmol), diisopropylethylamine (0.079 mL, 0.460 mmol), 1-[3-(dimethylamino)propyl]-3-ethyl-carbodiimide hydrochloride (106 mg, 0.550 mmol) and 1-hydroxybenzotriazole (74.0 mg, 0.550 mmol) in DMF (10 mL) was stirred at 40° C. for 15 hr. The reaction mix... Starting materials: ClCCCCC1(C(NC2=CC=CC=C12)=O)CC (3-(4-chlorobutyl)-3-ethyl-1,3-dihydro-2H-indol-2-one), ClC1=C(C=CC(=C1)Cl)N1CCNCC1 (1-(2,4-dichloro-phenyl)-piperazine). Yields the product Cl.ClC1=C(C=CC(=C1)Cl)N1CCN(CC1)CCCCC1(C(NC2=CC=CC=C12)=O)CC (3-{4-[4-(2,4-Dichlorophenyl)-piperazin-1-yl]-butyl}-3-ethyl-1,3-dihydro-2H-indol-2-one monohydrochloride). RXN SMILES: [Cl:1][CH2:2][CH2:3][CH2:4][CH2:5][C:6]1([CH2:16][CH3:17])[C:14]2[C:9](=[CH:10][CH:11]=[CH:12][CH:13]=2)[NH:8][C:7]1=[O:15].[Cl:18][C:19]1[CH:24]=[C:23]([Cl:25])[CH:22]=[CH:21][C:20]=1[N:26]1[CH2:31][CH2:30][NH:29][CH2:28][CH2:27]1>>[ClH:1].[Cl:18][C:19]1[CH:24]=[C:23]([Cl:25])[CH:22]=[CH:21][C:20]=1[N:26]1[CH2:27][CH2:28][N:29]([CH2:2][CH2:3][CH2:4][CH2:5][C:6]2([CH2:16][CH3:17])[C:14]3[C:9](=[CH:10][CH:11]=[CH:12][CH:13]=3)[NH:8][C:7]2=[O:15])[CH2:30][CH2:31]1 |f:2.3|. Procedure: The title compound is prepared according to process H by applying processing method 2 starting from 3-(4-chlorobutyl)-3-ethyl-1,3-dihydro-2H-indol-2-one and 1-(2,4-dichloro-phenyl)-piperazine. Starting materials: C(C1=CC=CC=C1)C1=CN=C2C(=C(C(N(C2=C1)CC1=CC=C(C=C1)S(=O)(=O)C)=O)C(=O)OCC)O (ethyl 7-benzyl-4-hydroxy-1-[4-(methylsulfonyl)benzyl]-2-oxo-1,2-dihydro-1,5-naphthyridine-3-carboxylate), COCCN (2-methoxyethylamine). Product: C(C1=CC=CC=C1)C1=CN=C2C(=C(C(N(C2=C1)CC1=CC=C(C=C1)S(=O)(=O)C)=O)C(=O)NCCOC)O (7-Benzyl-4-hydroxy-N-(2-methoxyethyl)-1-[4-(methylsulfonyl)benzyl]-2-oxo-1,2-dihydro-1,5-naphthyridine-3-carboxamide). Reaction SMILES: [CH2:1]([C:8]1[CH:17]=[C:16]2[C:11]([C:12]([OH:35])=[C:13]([C:30](OCC)=[O:31])[C:14](=[O:29])[N:15]2[CH2:18][C:19]2[CH:24]=[CH:23][C:22]([S:25]([CH3:28])(=[O:27])=[O:26])=[CH:21][CH:20]=2)=[N:10][CH:9]=1)[C:2]1[CH:7]=[CH:6][CH:5]=[CH:4][CH:3]=1.[CH3:36][O:37][CH2:38][CH2:39][NH2:40]>>[CH2:1]([C:8]1[CH:17]=[C:16]2[C:11]([C:12]([OH:35])=[C:13]([C:30]([NH:40][CH2:39][CH2:38][O:37][CH3:36])=[O:31])[C:14](=[O:29])[N:15]2[CH2:18][C:19]2[CH:24]=[CH:23][C:22]([S:25]([CH3:28])(=[O:26])=[O:27])=[CH:21][CH:20]=2)=[N:10][CH:9]=1)[C:2]1[CH:3]=[CH:4][CH:5]=[CH:6][CH:7]=1. Reported procedure: This compound was prepared from ethyl 7-benzyl-4-hydroxy-1-[4-(methylsulfonyl)benzyl]-2-oxo-1,2-dihydro-1,5-naphthyridine-3-carboxylate and 2-methoxyethylamine employing methods similar to those described in Example 2. The product was obtained as a white solid: 1H NMR (CDCl3) δ 10.22 (1H, br m), 8.61 (1H, s), 7.81 (2H, d, J=8 Hz), 7.29 (3H, m), 7.17 (2H, d, J=8 Hz), 7.06 (1H, s), 7.02 (2H, m), 5.41 (2H, br), 4.05 (2H, s), 3.67 (2H, m), 3.60 (2H, m), 3.40 (3H, s), 3.01 (3H, s); HRMS calcd for C27... Starting materials: C(C)(C)(C)OC(=O)C1=NNC(C=C1NC1=C(C=C(C=C1)Br)F)(Cl)N (6-amino-4-(4-bromo-2-fluoro-phenylamino)-6-chloro-pyridazine-3-carboxylic acid tert-butyl ester), ClCC=O (chloroacetaldehyde). The solvent is C(C)O (ethanol). Run at temperature 80 celsius, time 2 day. The product is BrC1=CC(=C(C=C1)NC1=CC=2N(N=C1C(=O)O)C=CN2)F (7-(4-Bromo-2-fluoro-phenylamino)-imidazo[1,2-b]pyridazine-6-carboxylic acid). Reaction SMILES: C([O:5][C:6]([C:8]1[C:13]([NH:14][C:15]2[CH:20]=[CH:19][C:18]([Br:21])=[CH:17][C:16]=2[F:22])=[CH:12][C:11]([NH2:24])(Cl)[NH:10][N:9]=1)=[O:7])(C)(C)C.Cl[CH2:26][CH:27]=O>C(O)C>[Br:21][C:18]1[CH:19]=[CH:20][C:15]([NH:14][C:13]2[C:8]([C:6]([OH:5])=[O:7])=[N:9][N:10]3[CH:26]=[CH:27][N:24]=[C:11]3[CH:12]=2)=[C:16]([F:22])[CH:17]=1. Procedure: To a suspended solution of 6-amino-4-(4-bromo-2-fluoro-phenylamino)-6-chloro-pyridazine-3-carboxylic acid tert-butyl ester (61 mg, 0.16 mmol) in ethanol (5 ml) in a bomb reactor is added at room temperature chloroacetaldehyde (0.12 ml of 50% aqueous solution, 5.0 equivalents). The reaction mixture is sealed and stirred at 80° C. for two days, and then cooled to room temperature. The solvent is removed, and the residue is diluted with ethyl acetate (20 ml). The organic layer is washed with satura...